The task is: describe an organic reaction: reactants, conditions, products, and yield. This data is from the Open Reaction Database (ORD), a public repository of structured organic reaction records. The reactants are BrCc1ccccc1, O=C([O-])[O-], CN(C)C=O, CCOC(C)=O, [Cs+], [Cs+], Nc1cc([N+](=O)[O-])ccc1Sc1ccc(O)cc1, O. Yields the product Nc1cc([N+](=O)[O-])ccc1Sc1ccc(OCc2ccccc2)cc1. Reaction SMILES: [Br:25][CH2:26][c:27]1[cH:28][cH:29][cH:30][cH:31][cH:32]1.[C:19](=[O:20])([O-:21])[O-:22].[CH3:34][N:35]([CH3:36])[CH:37]=[O:38].[CH3:39][CH2:40][O:41][C:42](=[O:43])[CH3:44].[Cs+:23].[Cs+:24].[NH2:1][c:2]1[c:3]([S:11][c:12]2[cH:13][cH:14][c:15]([OH:18])[cH:16][cH:17]2)[cH:4][cH:5][c:6]([N+:8](=[O:9])[O-:10])[cH:7]1.[OH2:33]>>[NH2:1][c:2]1[c:3]([S:11][c:12]2[cH:13][cH:14][c:15]([O:18][CH2:26][c:27]3[cH:28][cH:29][cH:30][cH:31][cH:32]3)[cH:16][cH:17]2)[cH:4][cH:5][c:6]([N+:8](=[O:9])[O-:10])[cH:7]1.